From a dataset of the Open Reaction Database (ORD), a public repository of structured organic reaction records. describe an organic reaction: reactants, conditions, products, and yield Starting materials: CN(C=O)C (dimethylformamide), FC1=C(C=CC=C1)C1=NOC2=C1C(=C(C(=C2Cl)O)Cl)Cl (3-(2-fluorophenyl)-6-hydroxy-4,5,7-trichloro-1,2-benzisoxazole), BrCC(=O)OCC (ethyl bromoacetate), C([O-])([O-])=O.[K+].[K+] (potassium carbonate). The solvent is O (water). Run at temperature 70 celsius, time 2 hour. Yields the product C(C)OC(COC1=C(C2=C(C(=NO2)C2=C(C=CC=C2)F)C(=C1Cl)Cl)Cl)=O (ethyl{[3-(2-fluorophenyl)-4,5,7-trichloro-1,2-benzisoxazol-6-yl]oxy}acetate). As a reaction SMILES: CN(C)C=O.[F:6][C:7]1[CH:12]=[CH:11][CH:10]=[CH:9][C:8]=1[C:13]1[C:17]2[C:18]([Cl:25])=[C:19]([Cl:24])[C:20]([OH:23])=[C:21]([Cl:22])[C:16]=2[O:15][N:14]=1.Br[CH2:27][C:28]([O:30][CH2:31][CH3:32])=[O:29].C(=O)([O-])[O-].[K+].[K+]>O>[CH2:31]([O:30][C:28](=[O:29])[CH2:27][O:23][C:20]1[C:19]([Cl:24])=[C:18]([Cl:25])[C:17]2[C:13]([C:8]3[CH:9]=[CH:10][CH:11]=[CH:12][C:7]=3[F:6])=[N:14][O:15][C:16]=2[C:21]=1[Cl:22])[CH3:32] |f:3.4.5|. Procedure: To 12.5 g of 3-(2-fluorophenyl)-6-methoxy-4,5,7-trichloro-1,2-benzisoxazole is added 80.0 g of pyridine hydrochloride. The mixture is immersed in an oil bath at 200° C. for thirty minutes with stirring. The melt is poured into one liter of iced-hydrochloric acid solution, stirred for thirty minutes, and the resultant precipitate collected and dried to yield 3-(2-fluorophenyl)-6-hydroxy-4,5,7-trichloro-1,2-benzisoxazole, mp 110° C. (dec). To 50 ml of dry dimethylformamide is added 12 g of 3-(2-fl... The reactants are CC1CCC(C(C)C)C(OC(=O)Cl)C1, ClCCl, FC(F)(F)c1ccc(C2NCCc3ccccc32)cc1, O. The product is CC1CCC(C(C)C)C(OC(=O)N2CCc3ccccc3C2c2ccc(C(F)(F)F)cc2)C1. RXN SMILES: [C:21]([O:22][CH:23]1[CH:24]([CH:30]([CH3:31])[CH3:32])[CH2:25][CH2:26][CH:27]([CH3:29])[CH2:28]1)(=[O:33])[Cl:34].[Cl:36][CH2:37][Cl:38].[F:1][C:2]([c:3]1[cH:4][cH:5][c:6]([CH:9]2[NH:10][CH2:11][CH2:12][c:13]3[cH:14][cH:15][cH:16][cH:17][c:18]32)[cH:7][cH:8]1)([F:19])[F:20].[OH2:35]>>[F:1][C:2]([c:3]1[cH:4][cH:5][c:6]([CH:9]2[N:10]([C:21]([O:22][CH:23]3[CH:24]([CH:30]([CH3:31])[CH3:32])[CH2:25][CH2:26][CH:27]([CH3:29])[CH2:28]3)=[O:33])[CH2:11][CH2:12][c:13]3[cH:14][cH:15][cH:16][cH:17][c:18]32)[cH:7][cH:8]1)([F:19])[F:20]. Reactants: CC(=O)C1=CC(=CC(=C1)C(F)(F)F)C(F)(F)F (3,5-bis(trifluoromethyl)acetophenone), [BH4-].[Na+] (sodium borohydride), Cl (hydrochloric acid). The solvent is CO (methanol). Yields the product FC(C=1C=C(C=C(C1)C(F)(F)F)C(C)O)(F)F (1-[3,5-bis(trifluoromethyl)phenyl]ethanol). Yield: 99.2%. As a reaction SMILES: [CH3:1][C:2]([C:4]1[CH:9]=[C:8]([C:10]([F:13])([F:12])[F:11])[CH:7]=[C:6]([C:14]([F:17])([F:16])[F:15])[CH:5]=1)=[O:3].[BH4-].[Na+].Cl>CO>[F:11][C:10]([F:12])([F:13])[C:8]1[CH:9]=[C:4]([CH:2]([OH:3])[CH3:1])[CH:5]=[C:6]([C:14]([F:15])([F:16])[F:17])[CH:7]=1 |f:1.2|. Procedure details: A solution of 3,5-bis(trifluoromethyl)acetophenone (2.00 g, 7.81 mmol) in methanol (20 mL) was added with sodium borohydride (591 mg, 15.6 mmol) with stirring on an ice bath, and the mixture was stirred at the same temperature for 30 minutes. The reaction mixture was added with 1 M hydrochloric acid (pH<7) on an ice bath, and then concentrated under reduced pressure, the resulting residue was added with water (20 mL), and the mixture was extracted with ethyl acetate. The organic layer was washed... Starting materials: CI (methyl iodide), C(C)(C)OC=1C(=NSN1)C=1C=NC=CC1 (3-(4-isopropoxy-1,2,5-thiadiazol-3-yl)pyridine). Solvent: CC(=O)C (acetone). Run at time 18 hour. Yields the product [I-].C(C)(C)OC=1C(=NSN1)C=1C=[N+](C=CC1)C (3-(4-isopropoxy-1,2,5-thiadiazol-3-yl)-1-methylpyridinium iodide). RXN SMILES: [CH3:1][I:2].[CH:3]([O:6][C:7]1[C:8]([C:12]2[CH:13]=[N:14][CH:15]=[CH:16][CH:17]=2)=[N:9][S:10][N:11]=1)([CH3:5])[CH3:4]>CC(C)=O>[I-:2].[CH:3]([O:6][C:7]1[C:8]([C:12]2[CH:13]=[N+:14]([CH3:1])[CH:15]=[CH:16][CH:17]=2)=[N:9][S:10][N:11]=1)([CH3:5])[CH3:4] |f:3.4|. Procedure details: A mixture of methyl iodide (0.3 ml, 5 mmol) and 3-(4-isopropoxy-1,2,5-thiadiazol-3-yl)pyridine (540 mg, 2.4 mmol) in acetone (5 ml) was stirred at room temperature for 18 h. The title compound precipitated from the solution and was collected by filtration to yield 0.68 g (77%).